From a dataset of the Open Reaction Database (ORD), a public repository of structured organic reaction records. describe an organic reaction: reactants, conditions, products, and yield Reactants: O (H2O), C1=CN(C=N1)C(=O)N2C=CN=C2 (CDI), C(C=1C(O)=CC=CC1)(=O)O (salicylic acid), C(CC)O (PrOH). Solvent: CN(C)C=O (DMF). Conditions: temperature 50 celsius, time 4 hour. Product: OC1=C(C(=O)OCCC)C=CC=C1 (propyl 2-hydroxybenzoate). The yield is 78.6%. Reaction SMILES: C1N=CN(C(N2C=NC=C2)=O)C=1.[C:13]([OH:22])(=[O:21])[C:14]1[C:15](=[CH:17][CH:18]=[CH:19][CH:20]=1)[OH:16].[CH2:23](O)[CH2:24][CH3:25].O>CN(C=O)C>[OH:16][C:15]1[CH:17]=[CH:18][CH:19]=[CH:20][C:14]=1[C:13]([O:22][CH2:23][CH2:24][CH3:25])=[O:21]. Procedure details: CDI (2.34 g, 14.48 mmol) was added to a solution of salicylic acid (2.00 g, 14.48 mmol) in DMF (40 mL). The reaction mixture was stirred at 50° C. for 4 h and PrOH (2.72 mL, 36.20 mmol) was dropwise added. The reaction mixture was stirred at 50° C. for 16 h and allowed to reach r.t. It was poured into H2O (20 mL) and extracted with Et2O (2×40 mL). The organic layer was washed with NaHCO3 (20 mL, saturated aqueous solution), dried over Na2SO4 (anhydrous), filtered and concentrated. The crude resi...